From a dataset of the Open Reaction Database (ORD), a public repository of structured organic reaction records. describe an organic reaction: reactants, conditions, products, and yield As a reaction SMILES: [Si:1]([O:18][C:19]1[C:24]2[CH2:25][CH2:26][CH2:27][C:28]([CH2:30][OH:31])=[CH:29][C:23]=2[CH:22]=[CH:21][CH:20]=1)([C:14]([CH3:17])([CH3:16])[CH3:15])([C:8]1[CH:13]=[CH:12][CH:11]=[CH:10][CH:9]=1)[C:2]1[CH:7]=[CH:6][CH:5]=[CH:4][CH:3]=1.[Si](OC1C2CCC=C(CO)CC=2C=CC=1)(C(C)(C)C)(C1C=CC=CC=1)[C:33]1C=CC=CC=1.[Zn](CC)CC.ICI.Cl>C(Cl)Cl>[Si:1]([O:18][C:19]1[C:24]2[CH2:25][CH2:26][CH2:27][C:28]3([CH2:30][OH:31])[CH2:33][CH:29]3[C:23]=2[CH:22]=[CH:21][CH:20]=1)([C:14]([CH3:15])([CH3:16])[CH3:17])([C:8]1[CH:13]=[CH:12][CH:11]=[CH:10][CH:9]=1)[C:2]1[CH:7]=[CH:6][CH:5]=[CH:4][CH:3]=1. Reaction conditions: time 30 minute. Procedure: To a solution of a mixture of [1-(tert-butyldiphenylsilyloxy)-8,9-dihydro-7H -benzocyclohepten-6-yl]methanol and [1-(tert-butyldiphenylsilyloxy)-8,9-dihydro-5H-benzocyclohepten-6-yl]methanol (891 mg) in CH2Cl2 (10 ml) were added Et2Zn (1.0M hexane solution, 6.24 ml) and diiodomethane (0.838 ml) at −10 to −30° C. The mixture was stirred at the same temperature for 30 minutes. Then after warming to room temperature, the mixture was stirred for 8 hours. After addition of 1N-hydrochloric acid at 5° ... Solvent: C(Cl)Cl (CH2Cl2). The reactants are Cl (hydrochloric acid), [Si](C1=CC=CC=C1)(C1=CC=CC=C1)(C(C)(C)C)OC1=CC=CC2=C1CCCC(=C2)CO ([1-(tert-butyldiphenylsilyloxy)-8,9-dihydro-7H -benzocyclohepten-6-yl]methanol), [Si](C1=CC=CC=C1)(C1=CC=CC=C1)(C(C)(C)C)OC1=CC=CC2=C1CCC=C(C2)CO ([1-(tert-butyldiphenylsilyloxy)-8,9-dihydro-5H-benzocyclohepten-6-yl]methanol), [Zn](CC)CC (Et2Zn), ICI (diiodomethane). The product is [Si](C1=CC=CC=C1)(C1=CC=CC=C1)(C(C)(C)C)OC1=CC=CC2=C1CCCC1(C2C1)CO ([5-(tert-butyldiphenylsilyloxy)-1,1a,2,3,4,8b-hexahydrobenzo[a]cyclopropa[c]cyclohepten-1a-yl]methanol). Reactants: CCOC(=O)c1sc(N2CCN(CCO[Si](C)(C)C(C)(C)C)C2=O)cc1C, CC(=O)O. Product: CCOC(=O)c1sc(N2CCN(CCO)C2=O)cc1C. Reaction SMILES: [C:1]([Si:2]([CH3:3])([CH3:4])[O:6][CH2:7][CH2:8][N:9]1[C:10](=[O:25])[N:11]([c:14]2[cH:15][c:16]([CH3:24])[c:17]([C:19](=[O:20])[O:21][CH2:22][CH3:23])[s:18]2)[CH2:12][CH2:13]1)([CH3:5])([CH3:26])[CH3:27].[CH3:28][C:29](=[O:30])[OH:31]>>[OH:6][CH2:7][CH2:8][N:9]1[C:10](=[O:25])[N:11]([c:14]2[cH:15][c:16]([CH3:24])[c:17]([C:19](=[O:20])[O:21][CH2:22][CH3:23])[s:18]2)[CH2:12][CH2:13]1. Yields the product C(C)(C)(C)OC(=O)N([C@H](C(=O)N[C@@H](CC1=CC=C(C=C1)C1=CC=C(C=C1)C(=O)O)C(=O)N1C[Si](C[C@H]1C(N[C@@H]1CCCC2=CC=CC=C12)=O)(C)C)C)C (4′-((S)-2-((S)-2-((tert-Butoxycarbonyl)(methyl)amino)propanamido)-3-((R)-3,3-dimethyl-5-(((R)-1,2,3,4-tetrahydronaphthalen-1-yl)carbamoyl)-1,3-azasilolidin-1-yl)-3-oxopropyl)-[1,1′-biphenyl]-4-carboxylic acid). Run in C1CCOC1 (THF), CO (MeOH). Reported procedure: To a solution of methyl 4′-((S)-2-((S)-2-((tert-butoxycarbonyl)(methyl)amino)propanamido)-3-((R)-3,3-dimethyl-5-(((R)-1,2,3,4-tetrahydronaphthalen-1-yl)carbamoyl)-1,3-azasilolidin-1-yl)-3-oxopropyl)-[1,1′-biphenyl]-4-carboxylate (40 mg, 0.053 mmol) in THF (1 mL) and MeOH (0.5 mL) was added LiOH solution (0.48 mL, 0.95 mmol). The resulting mixture was stirred at rt overnight and acidified (1N HCl) to pH 1. The resulting mixture was extracted with ethyl acetate (2×). The organic layer was separate... Reactants: C(C)(C)(C)OC(=O)N([C@H](C(=O)N[C@@H](CC1=CC=C(C=C1)C1=CC=C(C=C1)C(=O)OC)C(=O)N1C[Si](C[C@H]1C(N[C@@H]1CCCC2=CC=CC=C12)=O)(C)C)C)C (methyl 4′-((S)-2-((S)-2-((tert-butoxycarbonyl)(methyl)amino)propanamido)-3-((R)-3,3-dimethyl-5-(((R)-1,2,3,4-tetrahydronaphthalen-1-yl)carbamoyl)-1,3-azasilolidin-1-yl)-3-oxopropyl)-[1,1′-biphenyl]-4-carboxylate), [Li+].[OH-] (LiOH), Cl (HCl). As a reaction SMILES: [C:1]([O:5][C:6]([N:8]([CH3:54])[C@@H:9]([CH3:53])[C:10]([NH:12][C@H:13]([C:31]([N:33]1[C@H:37]([C:38](=[O:50])[NH:39][C@H:40]2[C:49]3[C:44](=[CH:45][CH:46]=[CH:47][CH:48]=3)[CH2:43][CH2:42][CH2:41]2)[CH2:36][Si:35]([CH3:52])([CH3:51])[CH2:34]1)=[O:32])[CH2:14][C:15]1[CH:20]=[CH:19][C:18]([C:21]2[CH:26]=[CH:25][C:24]([C:27]([O:29]C)=[O:28])=[CH:23][CH:22]=2)=[CH:17][CH:16]=1)=[O:11])=[O:7])([CH3:4])([CH3:3])[CH3:2].[Li+].[OH-].Cl>C1COCC1.CO>[C:1]([O:5][C:6]([N:8]([CH3:54])[C@@H:9]([CH3:53])[C:10]([NH:12][C@H:13]([C:31]([N:33]1[C@H:37]([C:38](=[O:50])[NH:39][C@H:40]2[C:49]3[C:44](=[CH:45][CH:46]=[CH:47][CH:48]=3)[CH2:43][CH2:42][CH2:41]2)[CH2:36][Si:35]([CH3:51])([CH3:52])[CH2:34]1)=[O:32])[CH2:14][C:15]1[CH:16]=[CH:17][C:18]([C:21]2[CH:26]=[CH:25][C:24]([C:27]([OH:29])=[O:28])=[CH:23][CH:22]=2)=[CH:19][CH:20]=1)=[O:11])=[O:7])([CH3:3])([CH3:2])[CH3:4] |f:1.2|. Run at time 8 hour. Reactants: C(C1=CC=CC=C1)OC(=O)N1C[C@H](OCC2=CC=CC=C2)[C@@H](O)[C@H](OCC2=CC=CC=C2)[C@H]1CO (N-Benzyloxycarbonyl-2,4-di-O-benzyl-1,5-dideoxy-1,5-imino-D-glucitol), C(C)OCC (diethyl ether). Reagents/catalysts: [Pd] (palladium black). Solvent: C(C)(=O)O (acetic acid). Yields the product N1C[C@H](O)[C@@H](O)[C@H](O)[C@H]1CO (1,5-Dideoxy-1,5-imino-D-glucitol). Isolated yield 96.0%. Reaction SMILES: C(OC([N:11]1[C@H:33]([CH2:34][OH:35])[C@@H:24]([O:25]CC2C=CC=CC=2)[C@H:22]([OH:23])[C@@H:13]([O:14]CC2C=CC=CC=2)[CH2:12]1)=O)C1C=CC=CC=1.C(OCC)C>C(O)(=O)C.[Pd]>[NH:11]1[C@H:33]([CH2:34][OH:35])[C@@H:24]([OH:25])[C@H:22]([OH:23])[C@@H:13]([OH:14])[CH2:12]1. Procedure: The diol (17) (580 mg, 1.2 mmol) was stirred in glacial acetic acid (30 ml) in the presence of palladium black (100 mg) under hydrogen for 3 days, by which time no starting material (Rf 0.2) remained by t.l.c. (diethyl ether). Filtration and removal of the solvent then gave a gum which was purified by ion exchange chromatography with Dowex 50(H+) followed by Amberlite CC-400(Cl-) resins to give 1,5-dideoxy-1,5-imino-D-glucitol (3) (188 mg, 95%), which was crystallized as its hydrochloride salt. ... Starting materials: C([O-])([O-])=O.[Li+].[Li+] (lithium carbonate), ClC1=C(C#N)C=CC(=C1CCC)F (2-chloro-4-fluoro-3-propylbenzonitrile), OC(C)(C)[C@@H]1[C@@H](NCC1)C ((2S,3S)-3-(1-hydroxy-1-methylethyl)-2-methylpyrrolidine). The product is ClC1=C(C#N)C=CC(=C1CCC)N1[C@H]([C@H](CC1)C(C)(C)O)C (2-chloro-4-[(2S,3S)-3-(1-hydroxy-1-methylethyl)-2-methylpyrrolidin-1-yl]-3-propylbenzonitrile), solid. Reaction SMILES: [Cl:1][C:2]1[C:9]([CH2:10][CH2:11][CH3:12])=[C:8](F)[CH:7]=[CH:6][C:3]=1[C:4]#[N:5].[OH:14][C:15]([C@H:18]1[CH2:22][CH2:21][NH:20][C@H:19]1[CH3:23])([CH3:17])[CH3:16].C(=O)([O-])[O-].[Li+].[Li+]>>[Cl:1][C:2]1[C:9]([CH2:10][CH2:11][CH3:12])=[C:8]([N:20]2[CH2:21][CH2:22][C@H:18]([C:15]([OH:14])([CH3:17])[CH3:16])[C@@H:19]2[CH3:23])[CH:7]=[CH:6][C:3]=1[C:4]#[N:5] |f:2.3.4|. Procedure: Using 2-chloro-4-fluoro-3-propylbenzonitrile (538 mg), (2S,3S)-3-(1-hydroxy-1-methylethyl)-2-methylpyrrolidine 1/2 oxalate (615 mg) and lithium carbonate (259 mg), the title compound was obtained as a yellow solid (yield: 69 mg) by an operation similar to that in Example 3.